This data is from the Open Reaction Database (ORD), a public repository of structured organic reaction records. The task is: describe an organic reaction: reactants, conditions, products, and yield Reactants: C(CCCCCCC)[C@@H]1[C@H](O[C@H](OC1)C1=CC=C(C=C1)O)C (4-[(2S,4R,5S)-5-octyl-4-methyl-1,3-dioxan-2-yl]phenol), F[C@H](C(=O)O)CCCC ((S)-2-fluorocaproic acid), C1(CCCCC1)N=C=NC1CCCCC1 (N,N'-dicyclohexylcarbodiimide). Reagents/catalysts: CN(C1=CC=NC=C1)C (4-(dimethylamino)pyridine). Run in C(Cl)Cl (methylene chloride). Reaction conditions: time 16.5 hour. Yields the product C(CCCCCCC)[C@@H]1[C@H](O[C@H](OC1)C1=CC=C(C=C1)OC([C@H](CCCC)F)=O)C (1-[(2S,4R,5S)-5-octyl-4-methyl-1,3-dioxan-2-yl]-4-[(S)-2-fluorohexanoyloxy]benzene). The yield is 76.3%. As a reaction SMILES: [CH2:1]([C@H:9]1[CH2:14][O:13][C@H:12]([C:15]2[CH:20]=[CH:19][C:18]([OH:21])=[CH:17][CH:16]=2)[O:11][C@@H:10]1[CH3:22])[CH2:2][CH2:3][CH2:4][CH2:5][CH2:6][CH2:7][CH3:8].[F:23][C@@H:24]([CH2:28][CH2:29][CH2:30][CH3:31])[C:25](O)=[O:26].C1(N=C=NC2CCCCC2)CCCCC1>CN(C)C1C=CN=CC=1.C(Cl)Cl>[CH2:1]([C@H:9]1[CH2:14][O:13][C@H:12]([C:15]2[CH:20]=[CH:19][C:18]([O:21][C:25](=[O:26])[C@@H:24]([F:23])[CH2:28][CH2:29][CH2:30][CH3:31])=[CH:17][CH:16]=2)[O:11][C@@H:10]1[CH3:22])[CH2:2][CH2:3][CH2:4][CH2:5][CH2:6][CH2:7][CH3:8]. Reported procedure: A mixture of 380 mg of 4-[(2S,4R,5S)-5-octyl-4-methyl-1,3-dioxan-2-yl]phenol, 185 mg of (S)-2-fluorocaproic acid, 333 mg of N,N'-dicyclohexylcarbodiimide, 20 mg of 4-(dimethylamino)pyridine and 40 ml methylene chloride was stirred at room temperature under nitrogen for 16.5 hours. Subsequently, the suspension was filtered and the filtrate was evaporated on a rotary evaporator. The crude product (1.0 g) was suspended in 50 ml of methylene chloride, the suspension was filtered and the filtrate was...